From a dataset of the Open Reaction Database (ORD), a public repository of structured organic reaction records. describe an organic reaction: reactants, conditions, products, and yield Product: CCOC(=O)C(=CC1CCC2(C1)OC(c1ccccc1)C(c1ccccc1)O2)c1ccc(S(=O)(=O)C2CC2)c(Br)c1. Starting materials: CCOC(=O)C(=CC1CCC2(C1)OC(c1ccccc1)C(c1ccccc1)O2)c1ccc(SC2CC2)c(Br)c1, O=C([O-])O, O=C(OO)c1cccc(Cl)c1, ClCCl, [Na+], O. Reaction SMILES: [Br:1][c:2]1[cH:3][c:4]([C:12]([C:13](=[O:14])[O:15][CH2:16][CH3:17])=[CH:18][CH:19]2[CH2:20][C:21]3([O:22][CH:23]([c:32]4[cH:33][cH:34][cH:35][cH:36][cH:37]4)[CH:24]([c:26]4[cH:27][cH:28][cH:29][cH:30][cH:31]4)[O:25]3)[CH2:38][CH2:39]2)[cH:5][cH:6][c:7]1[S:8][CH:9]1[CH2:10][CH2:11]1.[C:40]([OH:41])(=[O:42])[O-:43].[Cl:45][c:46]1[cH:47][cH:48][cH:49][c:50]([C:51]([O:52][OH:53])=[O:54])[cH:55]1.[Cl:57][CH2:58][Cl:59].[Na+:44].[OH2:56]>>[Br:1][c:2]1[cH:3][c:4]([C:12]([C:13](=[O:14])[O:15][CH2:16][CH3:17])=[CH:18][CH:19]2[CH2:20][C:21]3([O:22][CH:23]([c:32]4[cH:33][cH:34][cH:35][cH:36][cH:37]4)[CH:24]([c:26]4[cH:27][cH:28][cH:29][cH:30][cH:31]4)[O:25]3)[CH2:38][CH2:39]2)[cH:5][cH:6][c:7]1[S:8]([CH:9]1[CH2:10][CH2:11]1)(=[O:41])=[O:56]. The reactants are C(C)(=O)N1CCN(CC1)C1=CC=C(C=C1)OCCCCCC (1-acetyl-4-(4-hexyloxyphenyl)piperazine), Cl (HCl), C(=O)([O-])[O-].[Na+].[Na+] (Na2CO3). Reaction conditions: time 1 hour. Product: Cl.Cl.C(CCCCC)OC1=CC=C(C=C1)N1CCNCC1 (1-(4-hexyloxyphenyl)piperazine dihydrochloride). RXN SMILES: C([N:4]1[CH2:9][CH2:8][N:7]([C:10]2[CH:15]=[CH:14][C:13]([O:16][CH2:17][CH2:18][CH2:19][CH2:20][CH2:21][CH3:22])=[CH:12][CH:11]=2)[CH2:6][CH2:5]1)(=O)C.C([O-])([O-])=O.[Na+].[Na+].[ClH:29]>>[ClH:29].[ClH:29].[CH2:17]([O:16][C:13]1[CH:14]=[CH:15][C:10]([N:7]2[CH2:8][CH2:9][NH:4][CH2:5][CH2:6]2)=[CH:11][CH:12]=1)[CH2:18][CH2:19][CH2:20][CH2:21][CH3:22] |f:1.2.3,5.6.7|. Procedure details: A solution of 1-acetyl-4-(4-hexyloxyphenyl)piperazine (14 g) in 1N HCl was refluxed for 5 hours. The reaction mixture was adjusted to pH 8 with saturated Na2CO3 aq. and extracted with ethyl acetate. The organic layer was dried over magnesium sulfate. The magnesium sulfate was filtered off, and the filtrate was evaporated under reduced pressure. To the residue was added ethyl acetate and 4N HCl in ethyl acetate (23 ml) and stirred for 1 hour. The resulting precipitate was collected by filtration ... Starting materials: CCC(CC)(c1ccc(OCC(O)C(C)(C)C)c(C)c1)c1ccc(-c2ccc(CC(=O)OC)c(F)c2)c(C)c1, CO, [Cl-], [NH4+], [Na+], [OH-]. The product is CCC(CC)(c1ccc(OCC(O)C(C)(C)C)c(C)c1)c1ccc(-c2ccc(CC(=O)O)c(F)c2)c(C)c1. RXN SMILES: [CH3:3][O:4][C:5]([CH2:6][c:7]1[c:8]([F:40])[cH:9][c:10](-[c:13]2[c:14]([CH3:39])[cH:15][c:16]([C:19]([CH2:20][CH3:21])([c:22]3[cH:23][c:24]([CH3:36])[c:25]([O:28][CH2:29][CH:30]([C:31]([CH3:32])([CH3:33])[CH3:34])[OH:35])[cH:26][cH:27]3)[CH2:37][CH3:38])[cH:17][cH:18]2)[cH:11][cH:12]1)=[O:41].[CH3:44][OH:45].[Cl-:42].[NH4+:43].[Na+:2].[OH-:1]>>[O:4]=[C:5]([CH2:6][c:7]1[c:8]([F:40])[cH:9][c:10](-[c:13]2[c:14]([CH3:39])[cH:15][c:16]([C:19]([CH2:20][CH3:21])([c:22]3[cH:23][c:24]([CH3:36])[c:25]([O:28][CH2:29][CH:30]([C:31]([CH3:32])([CH3:33])[CH3:34])[OH:35])[cH:26][cH:27]3)[CH2:37][CH3:38])[cH:17][cH:18]2)[cH:11][cH:12]1)[OH:41].